Task: describe an organic reaction: reactants, conditions, products, and yield. Dataset: the Open Reaction Database (ORD), a public repository of structured organic reaction records The reactants are CCOC(=O)C(O)C([NH3+])Cc1ccccc1, [Cl-], O=C(O)C1CCC(=O)N1Cc1ccccc1F. Yields the product CCOC(=O)C(O)C(Cc1ccccc1)NC(=O)C1CCC(=O)N1Cc1ccccc1F. Reaction SMILES: [CH2:19]([CH3:20])[O:21][C:22]([CH:23]([CH:24]([CH2:25][c:26]1[cH:27][cH:28][cH:29][cH:30][cH:31]1)[NH3+:32])[OH:33])=[O:34].[Cl-:18].[F:1][c:2]1[c:3]([CH2:4][N:5]2[CH:6]([C:11](=[O:12])[OH:13])[CH2:7][CH2:8][C:9]2=[O:10])[cH:14][cH:15][cH:16][cH:17]1>>[F:1][c:2]1[c:3]([CH2:4][N:5]2[CH:6]([C:11](=[O:13])[NH:32][CH:24]([CH:23]([C:22]([O:21][CH2:19][CH3:20])=[O:34])[OH:33])[CH2:25][c:26]3[cH:27][cH:28][cH:29][cH:30][cH:31]3)[CH2:7][CH2:8][C:9]2=[O:10])[cH:14][cH:15][cH:16][cH:17]1. Starting materials: FC(C(=O)N(CC(=O)OCC)CP(=O)O)(F)F (N-trifluoroacetyl-N-(hydroxyphosphinylmethyl)-glycine, ethyl ester), P(Cl)(Cl)Cl (phosphorous trichloride). Run in C1=CC=CC=C1 (benzene). The product is [Cl-].[Cl-].FC(C(=O)N(CC(=O)OCC)CP)(F)F (N-trifluoroacetyl-N-carboethoxymethylaminomethylphosphine dichloride). Reaction SMILES: [F:1][C:2]([F:17])([F:16])[C:3]([N:5]([CH2:12][PH:13](O)=O)[CH2:6][C:7]([O:9][CH2:10][CH3:11])=[O:8])=[O:4].P(Cl)(Cl)[Cl:19]>C1C=CC=CC=1>[Cl-:19].[Cl-:19].[F:1][C:2]([F:16])([F:17])[C:3]([N:5]([CH2:12][PH2:13])[CH2:6][C:7]([O:9][CH2:10][CH3:11])=[O:8])=[O:4] |f:3.4.5|. Reported procedure: N-trifluoroacetyl-N-(hydroxyphosphinylmethyl)-glycine, ethyl ester (2 g, 0.0072 mol), was dissolved in benzene and added to phosphorous trichloride dropwise with stirring. The liquid was filtered and the supernatant liquid evaporated under vacuum to yield N-trifluoroacetyl-N-carboethoxymethylaminomethylphosphine dichloride. The dichloride was dissolved in tetrahydrofuran and a solution of 2.91 g (0.0288 mol) of di-n-propylamine in tetrahydrofuran was added dropwise with stirring. After stirring ... Starting materials: COC(CCCC(CC=O)C)(C)C (7-methoxy-3,7-dimethyloctan-1-al), CN(C=O)C (dimethylformamide), diethyl 3-ethoxycarbonyl-2-methylprop-2-enyl phosphonate, C(C)(C)[O-].[Na+] (sodium isopropanolate). Reaction conditions: time 18 hour. Yields the product COC(CCCC(CC=CC(=CC(=O)OC(C)C)C)C)(C)C (isopropyl 11-methoxy-3,7,11-trimethyldodeca-2,4-dienoate). RXN SMILES: [CH3:1][O:2][C:3]([CH3:13])([CH3:12])[CH2:4][CH2:5][CH2:6][CH:7]([CH3:11])[CH2:8][CH:9]=O.[CH:14]([O-:17])([CH3:16])[CH3:15].[Na+].CN(C)[CH:21]=[O:22]>>[CH3:1][O:2][C:3]([CH3:13])([CH3:12])[CH2:4][CH2:5][CH2:6][CH:7]([CH3:11])[CH2:8][CH:9]=[CH:12][C:3]([CH3:13])=[CH:4][C:21]([O:17][CH:14]([CH3:16])[CH3:15])=[O:22] |f:1.2|. Reported procedure: To a mixture of 10 g. of 7-methoxy-3,7-dimethyloctan-1-al, 17 g. of diethyl 3-ethoxycarbonyl-2-methylprop-2-enyl phosphonate (77% trans), and 150 ml. of dimethylformamide, under nitrogen, 0°, with stirring, is added sodium isopropanolate (prepared from 1.5 g. of sodium in 150 ml. of isopropanol). After addition is complete, the reaction is stirred for 18 hours at room temperature and then worked up by extraction with hexane to yield isopropyl 11-methoxy-3,7,11-trimethyldodeca-2,4-dienoate (mostl...